Dataset: the Open Reaction Database (ORD), a public repository of structured organic reaction records. Task: describe an organic reaction: reactants, conditions, products, and yield Reactants: [Al+3], CCCCc1nc(=O)c2cc(C(=O)OC)ccc2[nH]1, [H-], [H-], [H-], [H-], [Li+], C1CCOC1, O. The product is CCCCc1nc(=O)c2cc(CO)ccc2[nH]1. RXN SMILES: [Al+3:2].[CH2:7]([CH2:8][CH2:9][CH3:10])[c:11]1[nH:12][c:13]2[cH:14][cH:15][c:16]([C:22](=[O:23])[O:24][CH3:25])[cH:17][c:18]2[c:19](=[O:21])[n:20]1.[H-:1].[H-:4].[H-:5].[H-:6].[Li+:3].[O:27]1[CH2:28][CH2:29][CH2:30][CH2:31]1.[OH2:26]>>[CH2:7]([CH2:8][CH2:9][CH3:10])[c:11]1[nH:12][c:13]2[cH:14][cH:15][c:16]([CH2:22][OH:23])[cH:17][c:18]2[c:19](=[O:21])[n:20]1. Reactants: Oc1ccc(CCBr)cc1, COc1ccc(OC)c(Sc2nc3c(N)ncnc3[nH]2)c1. Product: COc1ccc(OC)c(Sc2nc3c(N)ncnc3n2CCc2ccc(O)cc2)c1. RXN SMILES: [Br:22][CH2:23][CH2:24][c:25]1[cH:26][cH:27][c:28]([OH:31])[cH:29][cH:30]1.[CH3:1][O:2][c:3]1[c:4]([S:11][c:12]2[nH:13][c:14]3[n:15][cH:16][n:17][c:18]([NH2:21])[c:19]3[n:20]2)[cH:5][c:6]([O:9][CH3:10])[cH:7][cH:8]1>>[CH3:1][O:2][c:3]1[c:4]([S:11][c:12]2[n:13]([CH2:23][CH2:24][c:25]3[cH:26][cH:27][c:28]([OH:31])[cH:29][cH:30]3)[c:14]3[n:15][cH:16][n:17][c:18]([NH2:21])[c:19]3[n:20]2)[cH:5][c:6]([O:9][CH3:10])[cH:7][cH:8]1.